From a dataset of the Open Reaction Database (ORD), a public repository of structured organic reaction records. describe an organic reaction: reactants, conditions, products, and yield Starting materials: ClN1C(CCC1=O)=O (N-chlorosucinimide), CSC (dimethylsulfide), [N+](=O)([O-])C=1C=C(C=CC1)/C(=C/CO)/CC ((E)-3-(3-nitrophenyl)-2-penten-1-ol). Run in ClCCl (dichloromethane), ClCCl (dichloromethane). Conditions: time 16 hour. The product is ClC/C=C(\CC)/C1=CC(=CC=C1)[N+](=O)[O-] (1-[(E)-3-Chloro-1-ethyl-1-propenyl]-3-nitrobenzene), oil. The yield is 62.0%. As a reaction SMILES: [Cl:1]N1C(=O)CCC1=O.CSC.[N+:12]([C:15]1[CH:16]=[C:17](/[C:21](/[CH2:25][CH3:26])=[CH:22]/[CH2:23]O)[CH:18]=[CH:19][CH:20]=1)([O-:14])=[O:13]>ClCCl>[Cl:1][CH2:23]/[CH:22]=[C:21](/[C:17]1[CH:18]=[CH:19][CH:20]=[C:15]([N+:12]([O-:14])=[O:13])[CH:16]=1)\[CH2:25][CH3:26]. Procedure details: To a solution of N-chlorosucinimide (52.3 g, 0.39 mol) in dichloromethane (1.2 l) at 0° C. was added dropwise over 20 minutes dimethylsulfide (27.9 ml, 0.38 mol). To the mixture was added dropwise over 20 minutes at 0° C. a solution of (E)-3-(3-nitrophenyl)-2-penten-1-ol (Preparation 14, 80 g, 0.39 mol) in dichloromethane (300 ml). The mixture was warmed to room temperature over 1 h, stirred at room temperature for 16 h, then partitioned between water (2 l) and dichioromethane (1 l). The layers ...